Dataset: the Open Reaction Database (ORD), a public repository of structured organic reaction records. Task: describe an organic reaction: reactants, conditions, products, and yield Reactants: ClCCCC1=CN=CN1CC1=CC=C(C=C1C1=CC=CC=C1)C#N (6-[5-(3-chloropropyl)imidazol-1-ylmethyl]biphenyl-3-carbonitrile), CC(C)(C)[O-].[K+].C1CCOC1 (t-BuOK THF). The solvent is C1CCOC1 (THF). Conditions: time 2 hour. Yields the product C1N=CN2C1CCCC2C2=CC=C(C=C2C2=CC=CC=C2)C#N (6-(5,6,1,8-Tetrahydroimidazo[1,5-a]pyridin-5-yl)-biphenyl-3-carbonitrile). As a reaction SMILES: Cl[CH2:2][CH2:3][CH2:4][C:5]1[N:9]([CH2:10][C:11]2[C:16]([C:17]3[CH:22]=[CH:21][CH:20]=[CH:19][CH:18]=3)=[CH:15][C:14]([C:23]#[N:24])=[CH:13][CH:12]=2)[CH:8]=[N:7][CH:6]=1.CC([O-])(C)C.[K+].C1COCC1>C1COCC1>[CH2:6]1[CH:5]2[CH2:4][CH2:3][CH2:2][CH:10]([C:11]3[C:16]([C:17]4[CH:22]=[CH:21][CH:20]=[CH:19][CH:18]=4)=[CH:15][C:14]([C:23]#[N:24])=[CH:13][CH:12]=3)[N:9]2[CH:8]=[N:7]1 |f:1.2.3|. Procedure details: To a solution of 6-[5-(3-chloropropyl)imidazol-1-ylmethyl]biphenyl-3-carbonitrile (1.0 g, 3.0 mmol) in THF (16 mL) at 0° C. is added t-BuOK/THF (1.0 M, 6 mL, 6.0 mmol). The mixture is warmed up to ambient temperature and stirred for 2 h. The reaction mixture is quenched by saturated aqueous NH4Cl and partitioned between CH2Cl2 and brine. The organic layer is washed by brine, dried over anhydrous Na2SO4 and concentrated to give the crude oil, which is subjected to flash chromatography (silica gel...